This data is from the Open Reaction Database (ORD), a public repository of structured organic reaction records. The task is: describe an organic reaction: reactants, conditions, products, and yield The reactants are C(C)(C)(C)OC(=O)C1(C(C(C=C(CC1)C)CC1=CC=CC=C1)=O)CC(=O)OC (methyl (1-t-butyloxycarbonyl-2-oxo-3-benzyl-5-methyl-cyclohept-4-en-1-yl)-ethanoate), FC(C(=O)O)(F)F (trifluoroacetic acid). Solvent: C(Cl)Cl (CH2Cl2). Reaction conditions: time 45 minute. The product is O=C1C(CCC(=CC1CC1=CC=CC=C1)C)CC(=O)OC (methyl (2-oxo-3-benzyl-5-methyl-cyclohept-4-en-1-yl)-ethanoate). Reaction SMILES: C(OC([C:8]1([CH2:24][C:25]([O:27][CH3:28])=[O:26])[CH2:14][CH2:13][C:12]([CH3:15])=[CH:11][CH:10]([CH2:16][C:17]2[CH:22]=[CH:21][CH:20]=[CH:19][CH:18]=2)[C:9]1=[O:23])=O)(C)(C)C.FC(F)(F)C(O)=O>C(Cl)Cl>[O:23]=[C:9]1[CH:10]([CH2:16][C:17]2[CH:22]=[CH:21][CH:20]=[CH:19][CH:18]=2)[CH:11]=[C:12]([CH3:15])[CH2:13][CH2:14][CH:8]1[CH2:24][C:25]([O:27][CH3:28])=[O:26]. Procedure details: To a stirred solution of the above di-ester (22) (1.35 g) in CH2Cl2 (20 mL) was added trifluoroacetic acid (80 mL). After stirring for 45 min the reaction was evaporated to dryness and re-evaporated twice with fresh toluene to remove any residual TFA. The oil which remained was then taken up in toluene (100 mL) and refluxed under Ar for 1 h. The product (23) was obtained after evaporation and purification by flash chromatography on silica gel eluted with 10% ethyl acetate in n-hexane (0.85 g, 85... The reactants are [Br-].C1(=CC=CC=C1)C(OC(=O)C1=CC(S[C@H]2N1C([C@H]2NC=O)=O)C[P+](C2=CC=CC=C2)(C2=CC=CC=C2)C2=CC=CC=C2)C2=CC=CC=C2 ((6R,7R)-[4-diphenylmethoxycarbonyl-7-formamidoceph-3-em-ylmethyl]triphenylphosphonium bromide), C([O-])(O)=O.[Na+] (sodium bicarbonate), C(C#CCC)=O (2-pentynal). The solvent is ClCCl (dichloromethane). Yields the product C(=O)N[C@H]1[C@@H]2N(C(=C(CS2)\C=C/C#CCC)C(=O)OC(C2=CC=CC=C2)C2=CC=CC=C2)C1=O (Diphenylmethyl(6R,7R)-7-formamido-3-[(Z)-hex-1-en-3-ynyl]ceph-3-em-4-carboxylate). As a reaction SMILES: [Br-].[C:2]1([CH:8]([C:44]2[CH:49]=[CH:48][CH:47]=[CH:46][CH:45]=2)[O:9][C:10]([C:12]2[N:17]3[C:18](=[O:23])[C@@H:19]([NH:20][CH:21]=[O:22])[C@H:16]3[S:15][CH:14](C[P+](C3C=CC=CC=3)(C3C=CC=CC=3)C3C=CC=CC=3)[CH:13]=2)=[O:11])[CH:7]=[CH:6][CH:5]=[CH:4][CH:3]=1.[C:50](=O)(O)[O-].[Na+].[CH:55](=O)[C:56]#[C:57][CH2:58][CH3:59]>ClCCl>[CH:21]([NH:20][C@@H:19]1[C:18](=[O:23])[N:17]2[C:12]([C:10]([O:9][CH:8]([C:44]3[CH:49]=[CH:48][CH:47]=[CH:46][CH:45]=3)[C:2]3[CH:3]=[CH:4][CH:5]=[CH:6][CH:7]=3)=[O:11])=[C:13](/[CH:59]=[CH:58]\[C:57]#[C:56][CH2:55][CH3:50])[CH2:14][S:15][C@H:16]12)=[O:22] |f:0.1,2.3|. Procedure details: A stirred solution of (6R,7R)-[4-diphenylmethoxycarbonyl-7-formamidoceph-3-em-ylmethyl]triphenylphosphonium bromide (15.00 g) (preparation described in British Patent Specification No. 1342241) in dichloromethane (250 ml) was treated with saturated sodium bicarbonate solution (75 ml). After a few minutes, 2-pentynal (3.28 g) was added, in one portion, and the mixture was stirred for ca 19 h. The two layers were separated and the organic phase was washed with 2N hydrochloric acid (250 ml), water ... The reactants are C(O)([O-])=O.[Na+] (sodium hydrogen carbonate), C(CC)C1=C(C=C(C(=C1C(C)(C)C)O)C(C)C)O (2-propyl-3-t-butyl-4-hydroxy-5-isopropylphenol), C(OC)(OC)OC (trimethyl orthoformate), C(=C)C(=O)C (methyl vinyl ketone). Solvent: CO (methanol). Reaction conditions: temperature 3 celsius. Product: COC1(OC2=C(C(=C(C(=C2CC1)C(C)C)O)C(C)(C)C)CCC)C (2-methoxy-2-methyl-7-t-butyl-5-isopropyl-8-propyl-chroman-6-ol). Reaction SMILES: [CH2:1]([C:4]1[C:9]([C:10]([CH3:13])([CH3:12])[CH3:11])=[C:8]([OH:14])[C:7]([CH:15]([CH3:17])[CH3:16])=[CH:6][C:5]=1[OH:18])[CH2:2][CH3:3].[CH:19](OC)(OC)OC.[CH:26]([C:28]([CH3:30])=[O:29])=[CH2:27].C(=O)([O-])O.[Na+]>CO>[CH3:19][O:29][C:28]1([CH3:30])[CH2:26][CH2:27][C:6]2[C:5](=[C:4]([CH2:1][CH2:2][CH3:3])[C:9]([C:10]([CH3:11])([CH3:13])[CH3:12])=[C:8]([OH:14])[C:7]=2[CH:15]([CH3:17])[CH3:16])[O:18]1 |f:3.4|. Procedure: Dissolve 2-propyl-3-t-butyl-4-hydroxy-5-isopropylphenol (2.0 mol) and trimethyl orthoformate (0.3 L) in methanol (1.2 L) and degas. Place under a nitrogen atmosphere and cool to 3° C. and add concentrated sulfuric acid (5 mL). Add, by dropwise addition, methyl vinyl ketone (340 mL, 4.0 mol) and stir without cooling for 44 hours. Pour into aqueous sodium hydrogen carbonate and extract into ethyl ether. Dry (MgSO4) and evaporate the solvent in vacuo to give 2-methoxy-2-methyl-7-t-butyl-5-isopropyl... Reactants: COC(C1=C(C=C(C=C1)CO/N=C/C1=CN(C2=CC=CC=C12)CC1=CC=CC=C1)Br)=O (4-[({[(1E)-(1-benzyl-1H-indol-3-yl)methylidene]amino}oxy)methyl]-2-bromobenzoic acid methyl ester), [OH-].[Na+] (sodium hydroxide). Run in 10/5/3 tetrahydrofuran ethanol water. Yields the product C(C1=CC=CC=C1)N1C=C(C2=CC=CC=C12)\C=N\OCC1=CC(=C(C(=O)O)C=C1)Br (4-[({[(1E)-(1-Benzyl-1H-indol-3-yl)methylidene]amino}oxy)methyl]-2-bromobenzoic acid). Isolated yield 77.1%. As a reaction SMILES: C[O:2][C:3](=[O:31])[C:4]1[CH:9]=[CH:8][C:7]([CH2:10][O:11]/[N:12]=[CH:13]/[C:14]2[C:22]3[C:17](=[CH:18][CH:19]=[CH:20][CH:21]=3)[N:16]([CH2:23][C:24]3[CH:29]=[CH:28][CH:27]=[CH:26][CH:25]=3)[CH:15]=2)=[CH:6][C:5]=1[Br:30].[OH-].[Na+]>>[CH2:23]([N:16]1[C:17]2[C:22](=[CH:21][CH:20]=[CH:19][CH:18]=2)[C:14](/[CH:13]=[N:12]/[O:11][CH2:10][C:7]2[CH:8]=[CH:9][C:4]([C:3]([OH:31])=[O:2])=[C:5]([Br:30])[CH:6]=2)=[CH:15]1)[C:24]1[CH:25]=[CH:26][CH:27]=[CH:28][CH:29]=1 |f:1.2|. Procedure details: To a solution of 4-[({[(1E)-(1-benzyl-1H-indol-3-yl)methylidene]amino}oxy)methyl]-2-bromobenzoic acid methyl ester (0.20 g, 0.42 mmol) in 10/5/3 tetrahydrofuran/ethanol/water (12 mL) was added 2.5 M sodium hydroxide solution (2 mL). This mixture was heated to reflux for 3 hours and then allowed to cool back to room temperature. The mixture was concentrated to approximately ¼ volume and partitioned between ethyl acetate and water. The aqueous layer was acidified to approximately pH 1 using 1 N hy... RXN SMILES: [CH:1]1([C:4]2[N:5]=[C:6]3[CH:11]=[CH:10][C:9]([N:12]4[CH:17]=[CH:16][C:15]([OH:18])=[CH:14][C:13]4=[O:19])=[CH:8][N:7]3[C:20]=2[CH3:21])[CH2:3][CH2:2]1.[F:22][CH:23]([F:31])[C:24]1[S:28][C:27]([CH2:29]O)=[CH:26][CH:25]=1.C(P(CCCC)CCCC)CCC.N(C(N1CCCCC1)=O)=NC(N1CCCCC1)=O>C1COCC1>[CH:1]1([C:4]2[N:5]=[C:6]3[CH:11]=[CH:10][C:9]([N:12]4[CH:17]=[CH:16][C:15]([O:18][CH2:29][C:27]5[S:28][C:24]([CH:23]([F:31])[F:22])=[CH:25][CH:26]=5)=[CH:14][C:13]4=[O:19])=[CH:8][N:7]3[C:20]=2[CH3:21])[CH2:3][CH2:2]1. The yield is 15.0%. Yields the product C1(CC1)C=1N=C2N(C=C(C=C2)N2C(C=C(C=C2)OCC=2SC(=CC2)C(F)F)=O)C1C (1-(2-Cyclopropyl-3-methylimidazo[1,2-a]pyridin-6-yl)-4-((5-(difluoromethyl)-2-thienyl)methoxy)pyridin-2(1H)-one). Run in C1CCOC1 (THF). Reaction conditions: temperature 60 celsius, time 3 hour. Reactants: C1(CC1)C=1N=C2N(C=C(C=C2)N2C(C=C(C=C2)O)=O)C1C (1-(2-cyclopropyl-3-methylimidazo[1,2-a]pyridin-6-yl)-4-hydroxypyridin-2(1H)-one), FC(C1=CC=C(S1)CO)F ((5-(difluoromethyl)-2-thienyl)methanol), C(CCC)P(CCCC)CCCC (tributylphosphine), N(=NC(=O)N1CCCCC1)C(=O)N1CCCCC1 (1,1′-(azodicarbonyl)dipiperidine). Reported procedure: To a solution of 1-(2-cyclopropyl-3-methylimidazo[1,2-a]pyridin-6-yl)-4-hydroxypyridin-2(1H)-one (350 mg), (5-(difluoromethyl)-2-thienyl)methanol (409 mg) and tributylphosphine (755 mg) in THF (12 ml) was added 1,1′-(azodicarbonyl)dipiperidine (942 mg), and the reaction mixture was stirred at 60° C. for 3 h. The reaction mixture was cooled to room temperature, concentrated and purified by silica gel column chromatography (hexane/EtOAc then MeOH/EtOAc). The resulting solid was recrystallized from...